The task is: describe an organic reaction: reactants, conditions, products, and yield. This data is from the Open Reaction Database (ORD), a public repository of structured organic reaction records. The reactants are CC#N (CH3CN), Mg, crude product, N1(CCCCC1)CCCC#N (4-piperidin-1-yl-butanenitrile), C(=O)(C(F)(F)F)O (TFA), C(=O)(C(F)(F)F)O (TFA), IC1=C(C=CC=C1)C (2-iodo-toluene). Solvent: C(Cl)Cl (CH2Cl2), CCOCC (Et2O). Run at time 8 hour. Product: CC1=C(C=CC=C1)C(CCCN1CCCCC1)=O ([4-(2-methylphenyl)-4-oxo-1-butyl]piperidine). Reaction SMILES: I[C:2]1[CH:7]=[CH:6][CH:5]=[CH:4][C:3]=1[CH3:8].[N:9]1([CH2:15][CH2:16][CH2:17][C:18]#N)[CH2:14][CH2:13][CH2:12][CH2:11][CH2:10]1.C(O)(C(F)(F)F)=[O:21].CC#N>CCOCC.C(Cl)Cl>[CH3:8][C:3]1[CH:4]=[CH:5][CH:6]=[CH:7][C:2]=1[C:18](=[O:21])[CH2:17][CH2:16][CH2:15][N:9]1[CH2:14][CH2:13][CH2:12][CH2:11][CH2:10]1. Reported procedure: In a 10 mL oven-dried flask was added Mg turnings (97 mg, 4.1 mmol) which was activated by the use of a heat-gun under vacuum. Under inert atmosphere was added a suspension of 2-iodo-toluene (380 mL, 3.0 mmol) in Et2O (3 mL) and the reaction mixture was allowed to reflux for 1 hours. A suspension of 4-piperidin-1-yl-butanenitrile 10 (Dahlbom et. al. Acta. Chem. Scand. 1951, 5, 690-697) (0.305 mg, 2.0 mmol) in CH2Cl2 (3 mL) was added via a syringe and the reaction mixture was stirred at rt overni... Reactants: C(C)OC=1C=CC(=C(C1)B(O)O)F ((5-Ethoxy-2-fluoro-phenyl)boronic acid), BrC1=CC(=NC(=C1C)C)C#N (4-bromo-5,6-dimethyl-pyridine-2-carbonitrile), C([O-])([O-])=O.[Na+].[Na+] (sodium carbonate). The reagents and catalysts are C1([P]([Pd][P](C2=CC=CC=C2)(C3=CC=CC=C3)C4=CC=CC=C4)(C5=CC=CC=C5)C6=CC=CC=C6)=CC=CC=C1 (bis(triphenylphosphine)palladium). Run in C(OC)COC (monoglyme), O (water). Product: C(C)OC=1C=CC(=C(C1)C1=CC(=NC(=C1C)C)C#N)F (4-(5-ethoxy-2-fluoro-phenyl)-5,6-dimethyl-pyridine-2-carbonitrile). Yield: 74.4%. RXN SMILES: [CH2:1]([O:3][C:4]1[CH:5]=[CH:6][C:7]([F:13])=[C:8](B(O)O)[CH:9]=1)[CH3:2].Br[C:15]1[C:20]([CH3:21])=[C:19]([CH3:22])[N:18]=[C:17]([C:23]#[N:24])[CH:16]=1.C(=O)([O-])[O-].[Na+].[Na+]>C(COC)OC.O.C1(C=CC=CC=1)[P](C1C=CC=CC=1)(C1C=CC=CC=1)[Pd][P](C1C=CC=CC=1)(C1C=CC=CC=1)C1C=CC=CC=1>[CH2:1]([O:3][C:4]1[CH:5]=[CH:6][C:7]([F:13])=[C:8]([C:15]2[C:20]([CH3:21])=[C:19]([CH3:22])[N:18]=[C:17]([C:23]#[N:24])[CH:16]=2)[CH:9]=1)[CH3:2] |f:2.3.4,^1:43,57|. Procedure: (5-Ethoxy-2-fluoro-phenyl)boronic acid (1.71 g, 9.3 mmol) was added to a solution of 4-bromo-5,6-dimethyl-pyridine-2-carbonitrile (which may be prepared as described in Description 144) (1.96 g, 9.3 mmol) in monoglyme (50 mL). To this was added a hot solution of sodium carbonate (2.96 g, 27.9 mmol) in water (15 mL) under N2 at ambient temp. Bis(triphenylphosphine)palladium (II) dichloride (326.38 mg, 0.4700 mmol) was then added and the whole stirred mixture was degassed by bubbling N2 through it... Starting materials: CC(=O)O, CC(O)(c1cn(C(c2ccccc2)(c2ccccc2)c2ccccc2)cn1)c1cccc(C(F)(F)F)c1F, [Na+], [OH-], O. Product: CC(O)(c1c[nH]cn1)c1cccc(C(F)(F)F)c1F. As a reaction SMILES: [CH3:41][C:42](=[O:43])[OH:44].[F:1][c:2]1[c:3]([C:12]([CH3:13])([OH:14])[c:15]2[n:16][cH:17][n:18]([C:20]([c:21]3[cH:22][cH:23][cH:24][cH:25][cH:26]3)([c:27]3[cH:28][cH:29][cH:30][cH:31][cH:32]3)[c:33]3[cH:34][cH:35][cH:36][cH:37][cH:38]3)[cH:19]2)[cH:4][cH:5][cH:6][c:7]1[C:8]([F:9])([F:10])[F:11].[Na+:40].[OH-:39].[OH2:45]>>[F:1][c:2]1[c:3]([C:12]([CH3:13])([OH:14])[c:15]2[n:16][cH:17][nH:18][cH:19]2)[cH:4][cH:5][cH:6][c:7]1[C:8]([F:9])([F:10])[F:11]. Starting materials: Br, O=C([O-])O, CC(=O)O, CCOC(=O)C1CC(OS(=O)(=O)c2ccccc2)=NN1c1ncccc1Cl, [Na+]. Product: CCOC(=O)C1CC(Br)=NN1c1ncccc1Cl. RXN SMILES: [BrH:28].[C:29](=[O:30])([O-:31])[OH:32].[CH3:34][C:35](=[O:36])[OH:37].[Cl:1][c:2]1[c:3]([N:8]2[N:9]=[C:10]([O:18][S:19]([c:20]3[cH:21][cH:22][cH:23][cH:24][cH:25]3)(=[O:26])=[O:27])[CH2:11][CH:12]2[C:13](=[O:14])[O:15][CH2:16][CH3:17])[n:4][cH:5][cH:6][cH:7]1.[Na+:33]>>[Cl:1][c:2]1[c:3]([N:8]2[N:9]=[C:10]([Br:28])[CH2:11][CH:12]2[C:13](=[O:14])[O:15][CH2:16][CH3:17])[n:4][cH:5][cH:6][cH:7]1. Reactants: ClC1=C(C=C(C(=C1)Cl)O)N1N=C2N(CCCC2)C1=O (2-(2,4-dichloro-5-hydroxy phenyl)-5,6,7,8-tetrahydro-1,2,4-triazolo[4,3-A]pyridin-3(2H)-one), C(C)#N (acetonitrile), C(C)OC(C(C)Br)=O (ethyl-2-bromopropionate), C([O-])([O-])=O.[K+].[K+] (potassium carbonate). The solvent is O (H2O). Yields the product ClC1=C(C=C(C(=C1)Cl)OC(C=C=O)OCC)N1N=C2N(CCCC2)C1=O (2-[2,4-dichloro-5-(1-ethoxy-carbonylethoxy)-phenyl]-5,6,7,8-tetrahydro-1,2,4-triazolo[4,3-A]pyridin-3(2H)-one). RXN SMILES: [Cl:1][C:2]1[CH:7]=[C:6]([Cl:8])[C:5]([OH:9])=[CH:4][C:3]=1[N:10]1[C:18](=[O:19])[N:13]2[CH2:14][CH2:15][CH2:16][CH2:17][C:12]2=[N:11]1.[CH2:20]([O:22][C:23](=O)[CH:24](Br)[CH3:25])[CH3:21].C(=O)([O-])[O-:29].[K+].[K+].C(#N)C>O>[Cl:1][C:2]1[CH:7]=[C:6]([Cl:8])[C:5]([O:9][CH:23]([O:22][CH2:20][CH3:21])[CH:24]=[C:25]=[O:29])=[CH:4][C:3]=1[N:10]1[C:18](=[O:19])[N:13]2[CH2:14][CH2:15][CH2:16][CH2:17][C:12]2=[N:11]1 |f:2.3.4|. Procedure: 20.1 Parts of 2-(2,4-dichloro-5-hydroxy phenyl)-5,6,7,8-tetrahydro-1,2,4-triazolo[4,3-A]pyridin-3(2H)-one prepared as described in Example 3, 12.1 parts of ethyl-2-bromopropionate, 9.3 parts of anhydrous potassium carbonate and 100 parts of dry acetonitrile were refluxed for 5 hours. The reaction was cooled and poured into 250 parts of H2O. The aqueous suspension of product was extracted three times with 250 parts of methylene chloride and then the solution was dried with anhydrous sulfate. The ...